This data is from the Open Reaction Database (ORD), a public repository of structured organic reaction records. The task is: describe an organic reaction: reactants, conditions, products, and yield Starting materials: O (Water), BrC1=NNC2=CC=C(C=C12)C1=C(C=CC=C1F)F (3-bromo-5-(2,6-difluoro-phenyl)-1H-indazole), C1(=CC=C(C=C1)S(=O)(=O)O)C (p-toluene sulfonic acid), O1CCCC=C1 (3,4-dihydro-2H-pyran). The solvent is C1CCOC1 (THF). Reaction conditions: temperature 70 celsius, time 8 hour. Yields the product BrC1=NN(C2=CC=C(C=C12)C1=C(C=CC=C1F)F)C1OCCCC1 (3-bromo-5-(2,6-difluoro-phenyl)-1-(tetrahydro-pyran-2-yl)-1H-indazole). Yield: 48.5%. As a reaction SMILES: [Br:1][C:2]1[C:10]2[C:5](=[CH:6][CH:7]=[C:8]([C:11]3[C:16]([F:17])=[CH:15][CH:14]=[CH:13][C:12]=3[F:18])[CH:9]=2)[NH:4][N:3]=1.C1(C)C=CC(S(O)(=O)=O)=CC=1.[O:30]1[CH:35]=[CH:34][CH2:33][CH2:32][CH2:31]1.O>C1COCC1>[Br:1][C:2]1[C:10]2[C:5](=[CH:6][CH:7]=[C:8]([C:11]3[C:12]([F:18])=[CH:13][CH:14]=[CH:15][C:16]=3[F:17])[CH:9]=2)[N:4]([CH:31]2[CH2:32][CH2:33][CH2:34][CH2:35][O:30]2)[N:3]=1. Procedure: To a solution of 3-bromo-5-(2,6-difluoro-phenyl)-1H-indazole (30.0 g, 97.05 mmol) and p-toluene sulfonic acid (3.7 g, 19.4 mmol) in THF (776 ml) was added 3,4-dihydro-2H-pyran (18.2 ml, 194.1 mmol) at RT. The mixture was stirred at 70° C. for 8 h. The reaction mixture was cooled to RT. Water was added to the reaction mixture and extracted with EtOAc (2×200 ml). The organic layer was washed with brine and dried over Na2SO4. The organic layer was concentrated under reduced pressure. The crude prod... Reactants: O=C1CCC(=O)N1Br, N#Cc1ccc(CBr)s1, O=C(OOC(=O)c1ccccc1)c1ccccc1, ClC(Cl)(Cl)Cl, C1N2CN3CN1CN(C2)C3, Cc1ccc(C#N)s1, CC(=O)O, ClC(Cl)Cl, O. Yields the product N#Cc1ccc(C=O)s1. As a reaction SMILES: [Br:18][N:19]1[C:20](=[O:22])[CH2:23][CH2:24][C:25]1=[O:21].[Br:1][CH2:2][c:3]1[cH:4][cH:5][c:6]([C:8]#[N:9])[s:7]1.[C:26]([O:27][O:28][C:29](=[O:30])[c:31]1[cH:32][cH:33][cH:34][cH:35][cH:36]1)(=[O:37])[c:38]1[cH:39][cH:40][cH:41][cH:42][cH:43]1.[C:54]([Cl:55])([Cl:56])([Cl:57])[Cl:58].[CH2:44]1[N:45]2[CH2:46][N:47]3[CH2:48][N:49]([CH2:50]2)[CH2:51][N:52]1[CH2:53]3.[CH3:10][c:11]1[s:12][c:13]([C:14]#[N:15])[cH:16][cH:17]1.[CH3:63][C:64](=[O:65])[OH:66].[CH:59]([Cl:60])([Cl:61])[Cl:62].[OH2:67]>>[CH:2]([c:3]1[cH:4][cH:5][c:6]([C:8]#[N:9])[s:7]1)=[O:21].